From a dataset of the Open Reaction Database (ORD), a public repository of structured organic reaction records. describe an organic reaction: reactants, conditions, products, and yield Reactants: ClCCl, COc1ccccc1-c1nnc(C(F)(F)c2ccc(C(=O)Nc3nn(-c4ccccc4)cc3NC(=O)OC(C)(C)C)cc2)o1, O=C(O)C(F)(F)F. The product is COc1ccccc1-c1nnc(C(F)(F)c2ccc(C(=O)Nc3nn(-c4ccccc4)cc3N)cc2)o1. Reaction SMILES: [CH2:52]([Cl:53])[Cl:54].[F:1][C:2]([c:3]1[cH:4][cH:5][c:6]([C:7](=[O:8])[NH:9][c:10]2[n:11][n:12](-[c:23]3[cH:24][cH:25][cH:26][cH:27][cH:28]3)[cH:13][c:14]2[NH:15][C:16](=[O:17])[O:18][C:19]([CH3:20])([CH3:21])[CH3:22])[cH:29][cH:30]1)([c:31]1[o:32][c:33](-[c:36]2[c:37]([O:42][CH3:43])[cH:38][cH:39][cH:40][cH:41]2)[n:34][n:35]1)[F:44].[OH:45][C:46]([C:47]([F:48])([F:49])[F:50])=[O:51]>>[F:1][C:2]([c:3]1[cH:4][cH:5][c:6]([C:7](=[O:8])[NH:9][c:10]2[n:11][n:12](-[c:23]3[cH:24][cH:25][cH:26][cH:27][cH:28]3)[cH:13][c:14]2[NH2:15])[cH:29][cH:30]1)([c:31]1[o:32][c:33](-[c:36]2[c:37]([O:42][CH3:43])[cH:38][cH:39][cH:40][cH:41]2)[n:34][n:35]1)[F:44]. Reactants: CCOC(=O)c1nc(-c2ccc3c(c2)N(C(C)=O)CCC3)sc1Cl, CCOC(C)=O, [K+], CN(C)C=O, [OH-], O, Oc1ccccc1. Product: CCOC(=O)c1nc(-c2ccc3c(c2)N(C(C)=O)CCC3)sc1Oc1ccccc1. Reaction SMILES: [C:1]([CH3:2])(=[O:3])[N:4]1[CH2:5][CH2:6][CH2:7][c:8]2[cH:9][cH:10][c:11](-[c:14]3[s:15][c:16]([Cl:24])[c:17]([C:19](=[O:20])[O:21][CH2:22][CH3:23])[n:18]3)[cH:12][c:13]21.[CH3:39][CH2:40][O:41][C:42]([CH3:43])=[O:44].[K+:33].[O:34]=[CH:35][N:36]([CH3:37])[CH3:38].[OH-:32].[OH2:45].[OH:25][c:26]1[cH:27][cH:28][cH:29][cH:30][cH:31]1>>[C:1]([CH3:2])(=[O:3])[N:4]1[CH2:5][CH2:6][CH2:7][c:8]2[cH:9][cH:10][c:11](-[c:14]3[s:15][c:16]([O:25][c:26]4[cH:27][cH:28][cH:29][cH:30][cH:31]4)[c:17]([C:19](=[O:20])[O:21][CH2:22][CH3:23])[n:18]3)[cH:12][c:13]21. Starting materials: CCOC(=O)Oc1cc([N+](=O)[O-])cc(F)c1F, CCOC(C)=O, [NH4+], [OH-]. Yields the product O=[N+]([O-])c1cc(O)c(F)c(F)c1. Reaction SMILES: [C:3]([O:4][c:5]1[c:6]([F:15])[c:7]([F:14])[cH:8][c:9]([N+:11](=[O:12])[O-:13])[cH:10]1)(=[O:16])[O:17][CH2:18][CH3:19].[CH3:20][CH2:21][O:22][C:23]([CH3:24])=[O:25].[NH4+:1].[OH-:2]>>[OH:4][c:5]1[c:6]([F:15])[c:7]([F:14])[cH:8][c:9]([N+:11](=[O:12])[O-:13])[cH:10]1. The reactants are BrC(C(=O)C1=CC=CC=C1)Br (2-bromo-α-bromoacetophenone), C(C1=CC=CC=C1)NCCC#N (N-benzyl-2-cyanoethylamine), C(C)(C)N(CC)C(C)C (diisopropylethylamine), CC(=O)C (acetone), CC(=O)C (acetone). Conditions: time 12 hour. The product is C(C1=CC=CC=C1)N(CCC#N)CC(=O)C1=C(C=CC=C1)Br (3-{Benzyl-[2-(2-bromophenyl)-2-oxoethyl]amino}propanenitrile). As a reaction SMILES: [Br:1][CH:2](Br)[C:3]([C:5]1C=CC=[CH:7][CH:6]=1)=O.[CH2:12]([NH:19][CH2:20][CH2:21][C:22]#[N:23])[C:13]1[CH:18]=[CH:17][CH:16]=[CH:15][CH:14]=1.C(N(C(C)C)CC)(C)C.[CH3:33][C:34]([CH3:36])=[O:35]>>[CH2:12]([N:19]([CH2:33][C:34]([C:36]1[CH:7]=[CH:6][CH:5]=[CH:3][C:2]=1[Br:1])=[O:35])[CH2:20][CH2:21][C:22]#[N:23])[C:13]1[CH:18]=[CH:17][CH:16]=[CH:15][CH:14]=1. Procedure: A solution of 97.5 g of 2-bromo-α-bromoacetophenone in 200 ml of acetone is poured dropwise, at ambient temperature, into a solution of 61.7 g de N-benzyl-2-cyanoethylamine and 67 ml of diisopropylethylamine in 200 ml of acetone. After stirring for 12 hours, the reaction mixture is evaporated, taken up in ether, washed twice with 500 ml of water each time and dried. After evaporating under reduced pressure, 131.9 g of expected product are obtained. Reactants: CC(=O)O, Cl, COC(=O)CN1C(=O)CCc2cnccc21. The product is O=C(O)CN1C(=O)CCc2cnccc21. Reaction SMILES: [CH3:18][C:19](=[O:20])[OH:21].[ClH:1].[O:2]=[C:3]1[N:4]([CH2:13][C:14](=[O:15])[O:16][CH3:17])[c:5]2[cH:6][cH:7][n:8][cH:9][c:10]2[CH2:11][CH2:12]1>>[O:2]=[C:3]1[N:4]([CH2:13][C:14](=[O:15])[OH:16])[c:5]2[cH:6][cH:7][n:8][cH:9][c:10]2[CH2:11][CH2:12]1. Starting materials: C(C)(C)(C)OC(=O)N1C(C(C1)=O)C (2-methyl-3-oxo-azetidine-1-carboxylic acid tert-butyl ester), [BH3-]C#N.[Na+] (NaBH3CN), NC=1C=C2N3C(C(NN=C3COC2=CC1)=O)C (6-amino-4-methyl-2,10-dihydro-9-oxa-1,2,4a-triaza-phenanthren-3-one). The solvent is CO (MeOH), CC(=O)O (AcOH). Reaction conditions: time 0.5 hour. The product is C(C)(C)(C)OC(=O)N1C(C(C1)NC=1C=C2N3C(C(NN=C3COC2=CC1)=O)C)C (2-methyl-3-(4-methyl-3-oxo-2,3,4,10-tetrahydro-9-oxa-1,2,4a-triaza-phenanthren-6-ylamino)-azetidine-1-carboxylic acid tert-butyl ester). Yield: 18.5%. Reaction SMILES: [C:1]([O:5][C:6]([N:8]1[CH2:11][C:10](=O)[CH:9]1[CH3:13])=[O:7])([CH3:4])([CH3:3])[CH3:2].[NH2:14][C:15]1[CH:16]=[C:17]2[C:26](=[CH:27][CH:28]=1)[O:25][CH2:24][C:23]1[N:18]2[CH:19]([CH3:30])[C:20](=[O:29])[NH:21][N:22]=1.[BH3-]C#N.[Na+]>CO.CC(O)=O>[C:1]([O:5][C:6]([N:8]1[CH2:11][CH:10]([NH:14][C:15]2[CH:16]=[C:17]3[C:26](=[CH:27][CH:28]=2)[O:25][CH2:24][C:23]2[N:18]3[CH:19]([CH3:30])[C:20](=[O:29])[NH:21][N:22]=2)[CH:9]1[CH3:13])=[O:7])([CH3:4])([CH3:3])[CH3:2] |f:2.3|. Reported procedure: To a mixture of 2-methyl-3-oxo-azetidine-1-carboxylic acid tert-butyl ester (crude, 1.17 mmol) in MeOH (5 mL) and AcOH (0.5 mL) was added 6-amino-4-methyl-2,10-dihydro-9-oxa-1,2,4a-triaza-phenanthren-3-one (Preparation #2, Step E, 0.050 g, 0.215 mmol). The reaction mixture was stirred at ambient temperature for 0.5 h then NaBH3CN (0.068 g, 1.076 mmol) was added. The mixture was stirred at ambient temperature overnight then concentrated in vacuo. The residue was purified by preparative HPLC (Tabl... RXN SMILES: [C:47](=[O:48])([O-:49])[O-:50].[CH2:30]([CH3:31])[c:32]1[nH:33][c:34]2[c:35]([n:36]1)[cH:37][cH:38][cH:39][cH:40]2.[CH3:41][C:42]([CH3:43])([O-:44])[CH3:45].[Cl:1][c:2]1[n:3][c:4]([N:24]2[CH2:25][CH2:26][O:27][CH2:28][CH2:29]2)[c:5]2[c:6]([n:7]1)[cH:8][cH:9][c:10]([CH2:12][N:13]1[CH2:14][CH:15]([N:17]3[CH2:18][C:19](=[O:23])[NH:20][CH2:21][CH2:22]3)[CH2:16]1)[n:11]2.[Cs+:51].[Cs+:52].[Na+:46]>>[c:2]1(-[n:33]2[c:32]([CH2:30][CH3:31])[n:36][c:35]3[c:34]2[cH:40][cH:39][cH:38][cH:37]3)[n:3][c:4]([N:24]2[CH2:25][CH2:26][O:27][CH2:28][CH2:29]2)[c:5]2[c:6]([n:7]1)[cH:8][cH:9][c:10]([CH2:12][N:13]1[CH2:14][CH:15]([N:17]3[CH2:18][C:19](=[O:23])[NH:20][CH2:21][CH2:22]3)[CH2:16]1)[n:11]2. Reactants: O=C([O-])[O-], CCc1nc2ccccc2[nH]1, CC(C)(C)[O-], O=C1CN(C2CN(Cc3ccc4nc(Cl)nc(N5CCOCC5)c4n3)C2)CCN1, [Cs+], [Cs+], [Na+]. Yields the product CCc1nc2ccccc2n1-c1nc(N2CCOCC2)c2nc(CN3CC(N4CCNC(=O)C4)C3)ccc2n1. Reactants: CN(C)C=O, Fc1ccc(C=CCOCCCN2CCCC2)cc1, O=[Pt]=O. The product is Fc1ccc(CCCOCCCN2CCCC2)cc1. RXN SMILES: [CH3:20][N:21]([CH3:22])[CH:23]=[O:24].[F:1][c:2]1[cH:3][cH:4][c:5]([CH:8]=[CH:9][CH2:10][O:11][CH2:12][CH2:13][CH2:14][N:15]2[CH2:16][CH2:17][CH2:18][CH2:19]2)[cH:6][cH:7]1.[Pt:25](=[O:26])=[O:27]>>[F:1][c:2]1[cH:3][cH:4][c:5]([CH2:8][CH2:9][CH2:10][O:11][CH2:12][CH2:13][CH2:14][N:15]2[CH2:16][CH2:17][CH2:18][CH2:19]2)[cH:6][cH:7]1. Reactants: CNC(=O)C(O)c1ccccc1COc1cc(C)ccc1C, CC(=O)OC(C)=O, c1ccncc1. The product is CNC(=O)C(OC(C)=O)c1ccccc1COc1cc(C)ccc1C. Reaction SMILES: [CH3:1][c:2]1[c:3]([O:4][CH2:5][c:6]2[c:7]([CH:12]([C:13](=[O:14])[NH:15][CH3:16])[OH:17])[cH:8][cH:9][cH:10][cH:11]2)[cH:18][c:19]([CH3:22])[cH:20][cH:21]1.[CH3:23][C:24](=[O:25])[O:26][C:27](=[O:28])[CH3:29].[cH:30]1[cH:31][cH:32][n:33][cH:34][cH:35]1>>[CH3:1][c:2]1[c:3]([O:4][CH2:5][c:6]2[c:7]([CH:12]([C:13](=[O:14])[NH:15][CH3:16])[O:17][C:24]([CH3:23])=[O:25])[cH:8][cH:9][cH:10][cH:11]2)[cH:18][c:19]([CH3:22])[cH:20][cH:21]1.